This data is from the Open Reaction Database (ORD), a public repository of structured organic reaction records. The task is: describe an organic reaction: reactants, conditions, products, and yield Reactants: Brc1ccccc1, [Li]CCCC, [Ce+3], [Cl-], [Cl-], [Cl-], [Li]c1ccccc1, N#Cc1ccccc1, C1CCOC1, O, O, O, O, O, O, O. The product is NC(c1ccccc1)(c1ccccc1)c1ccccc1. RXN SMILES: [Br:24][c:25]1[cH:26][cH:27][cH:28][cH:29][cH:30]1.[CH2:19]([Li:20])[CH2:21][CH2:22][CH3:23].[Ce+3:9].[Cl-:10].[Cl-:11].[Cl-:8].[Li:12][c:13]1[cH:14][cH:15][cH:16][cH:17][cH:18]1.[N:31]#[C:32][c:33]1[cH:34][cH:35][cH:36][cH:37][cH:38]1.[O:39]1[CH2:40][CH2:41][CH2:42][CH2:43]1.[OH2:1].[OH2:2].[OH2:3].[OH2:4].[OH2:5].[OH2:6].[OH2:7]>>[c:13]1([C:32]([c:25]2[cH:26][cH:27][cH:28][cH:29][cH:30]2)([NH2:31])[c:33]2[cH:34][cH:35][cH:36][cH:37][cH:38]2)[cH:14][cH:15][cH:16][cH:17][cH:18]1. Reactants: C1(=CC=C(C=C1)S(=O)(=O)O)C (p-toluenesulfonic acid), CN(CCCC1(CC2=C(SC3=C1C=C(C=C3)Cl)C=CC=C2)O)C (10-[3-(dimethylamino)-1-propyl]-8-chloro-10,11-dihydro-dibenzo[b,f]thiepin-10-ol). Solvent: CC=1C=CC=CC1C (o-xylene). The product is CN(C)CC#CC1=CC2=C(SC3=C1C=C(C=C3)Cl)C=CC=C2 (N,N-dimethyl-3-(8-chloro-dibenzo[b,f]thiepin-10-yl)-2-propynylamine). As a reaction SMILES: C1(C)C=CC(S(O)(=O)=O)=CC=1.[CH3:12][N:13]([CH3:34])[CH2:14][CH2:15][CH2:16][C:17]1(O)[C:23]2[CH:24]=[C:25]([Cl:28])[CH:26]=[CH:27][C:22]=2[S:21][C:20]2[CH:29]=[CH:30][CH:31]=[CH:32][C:19]=2[CH2:18]1>CC1C=CC=CC=1C>[CH3:12][N:13]([CH2:14][C:15]#[C:16][C:17]1[C:23]2[CH:24]=[C:25]([Cl:28])[CH:26]=[CH:27][C:22]=2[S:21][C:20]2[CH:29]=[CH:30][CH:31]=[CH:32][C:19]=2[CH:18]=1)[CH3:34]. Procedure details: 63 G. of p-toluenesulfonic acid and 1,800 ml. of o-xylene are heated to boiling and the water present is distilled. The solution is reacted with 90 g. of 10-[3-(dimethylamino)-1-propyl]-8-chloro-10,11-dihydro-dibenzo[b,f]thiepin-10-ol. The reaction mixture is maintained at the boiling temperature for 45 minutes, whereby the remaining water is distilled. The mixture is cooled and poured into 90 ml. of 2N aqueous sodium hydroxide. The aqueous phase is extracted with ether. The resulting organic ph...